Dataset: the Open Reaction Database (ORD), a public repository of structured organic reaction records. Task: describe an organic reaction: reactants, conditions, products, and yield Reactants: NC=1SC=C(N1)/C(/C(=O)OCC1=CC=C(C=C1)[N+](=O)[O-])=N/OCC(=O)OC(C)(C)C (p-nitrobenzyl (Z)-2-(2-amino-4-thiazolyl)-2-(t-butoxycarbonylmethoxyimino)acetate), [H][H] (hydrogen). Reagents/catalysts: [Pd] (palladium-on-carbon). Run in O1CCCC1 (tetrahydrofuran). Run at temperature 5 celsius. Product: NC=1SC=C(N1)/C(/C(=O)O)=N/OCC(=O)OC(C)(C)C ((Z)-2-(2-amino-4-thiazolyl)-2-(t-butoxycarbonylmethoxyimino)acetic acid). Yield: 80.3%. Reaction SMILES: [NH2:1][C:2]1[S:3][CH:4]=[C:5](/[C:7](=[N:21]/[O:22][CH2:23][C:24]([O:26][C:27]([CH3:30])([CH3:29])[CH3:28])=[O:25])/[C:8]([O:10]CC2C=CC([N+]([O-])=O)=CC=2)=[O:9])[N:6]=1.[H][H]>O1CCCC1.[Pd]>[NH2:1][C:2]1[S:3][CH:4]=[C:5](/[C:7](=[N:21]/[O:22][CH2:23][C:24]([O:26][C:27]([CH3:30])([CH3:29])[CH3:28])=[O:25])/[C:8]([OH:10])=[O:9])[N:6]=1. Procedure: In 1.2 l of tetrahydrofuran is dissolved 20 g (45.9 mmol) of p-nitrobenzyl (Z)-2-(2-amino-4-thiazolyl)-2-(t-butoxycarbonylmethoxyimino)acetate and, after addition of 20 g of 10% palladium-on-carbon, hydrogen gas is bubbled into the solution. After completion of the reaction, the catalyst is filtered off, and the filtrate is poured into 300 ml of water. The mixture is adjusted to about pH 8 with 5% aqueous sodium bicarbonate and washed with three 200-ml portions of ethyl acetate. The aqueous laye...